Task: describe an organic reaction: reactants, conditions, products, and yield. Dataset: the Open Reaction Database (ORD), a public repository of structured organic reaction records Starting materials: CCOC(=O)c1c(Oc2cc(Cl)ccc2Cl)cc(C)nc1Cl, [Li+], C1COCCO1, [OH-], O, O. Product: [Li+], Cc1cc(Oc2cc(Cl)ccc2Cl)c(C(=O)[O-])c(Cl)n1. RXN SMILES: [CH2:1]([CH3:2])[O:3][C:4]([c:5]1[c:6]([Cl:21])[n:7][c:8]([CH3:20])[cH:9][c:10]1[O:11][c:12]1[c:13]([Cl:19])[cH:14][cH:15][c:16]([Cl:18])[cH:17]1)=[O:22].[Li+:26].[O:27]1[CH2:28][CH2:29][O:30][CH2:31][CH2:32]1.[OH-:25].[OH2:23].[OH2:24]>>[Li+:26].[O:3]=[C:4]([c:5]1[c:6]([Cl:21])[n:7][c:8]([CH3:20])[cH:9][c:10]1[O:11][c:12]1[c:13]([Cl:19])[cH:14][cH:15][c:16]([Cl:18])[cH:17]1)[O-:22]. Reactants: FC1=CC2=C(C(=CO2)CO)C=C1 ((6-Fluoro-benzofuran-3-yl)-methanol), CCOC(=O)C=1N(C2=CC=CC(=C2C1)O)C(=O)OC(C)(C)C (4-Hydroxy-indole-1,2-dicarboxylic acid 1-tert-butyl ester 2-ethyl ester), C1(=CC=CC=C1)P(C1=CC=CC=C1)C1=CC=CC=C1 (triphenylphosphine), CCN(C(C)C)C(C)C (DIPEA), N(=NC(=O)[O-])C(=O)OCC (ethyl azodicarboxylate). Solvent: C1CCOC1 (THF), C1CCOC1 (THF). Reaction conditions: temperature 0 celsius, time 16 hour. Yields the product CCOC(=O)C=1N(C2=CC=CC(=C2C1)OCC1=COC2=C1C=CC(=C2)F)C(=O)OC(C)(C)C (4-(6-Fluoro-benzofuran-3-ylmethoxy)-indole-1,2-dicarboxylic acid 1-tert-butyl ester 2-ethyl ester). Reaction SMILES: [F:1][C:2]1[CH:12]=[CH:11][C:5]2[C:6]([CH2:9][OH:10])=[CH:7][O:8][C:4]=2[CH:3]=1.[CH3:13][CH2:14][O:15][C:16]([C:18]1[N:19]([C:28]([O:30][C:31]([CH3:34])([CH3:33])[CH3:32])=[O:29])[C:20]2[C:25]([CH:26]=1)=[C:24](O)[CH:23]=[CH:22][CH:21]=2)=[O:17].C1(P(C2C=CC=CC=2)C2C=CC=CC=2)C=CC=CC=1.CCN(C(C)C)C(C)C.N(C(OCC)=O)=NC([O-])=O>C1COCC1>[CH3:13][CH2:14][O:15][C:16]([C:18]1[N:19]([C:28]([O:30][C:31]([CH3:32])([CH3:34])[CH3:33])=[O:29])[C:20]2[C:25]([CH:26]=1)=[C:24]([O:10][CH2:9][C:6]1[C:5]3[CH:11]=[CH:12][C:2]([F:1])=[CH:3][C:4]=3[O:8][CH:7]=1)[CH:23]=[CH:22][CH:21]=2)=[O:17]. Reported procedure: 111 (2 g, 12 mmol), 102 (3.7 g, 12 mmol), triphenylphosphine (9.4 g, 36.1 mmol) and DIPEA (6.2 ml, 36.1 mmol) are dissolved in 50 ml of THF and cooled to 0° C. Then 40% ethyl azodicarboxylate solution in THF (15.7 ml, 36.1 mmol) is added dropwise. After completed addition the mixture is stirred for 16 h (TLC control) at rt. Then the mixture is evaporated under reduced pressure. The residue is diluted with ethyl acetate, washed sat. NaHCO3- and NaCl-solution, and dried over Na2SO4. The crude prod... The reactants are CCOC(=O)C=C(CBr)Oc1ccccc1Cl, COC(=O)C(N)CCC(C)(C)C, CC#N, CCN(C(C)C)C(C)C, Cl. The product is CCOC(=O)C=C(NC(CCC(C)(C)C)C(=O)OC)Oc1ccccc1Cl. RXN SMILES: [CH2:23]([CH3:24])[O:25][C:26]([CH:27]=[C:28]([CH2:29][Br:30])[O:31][c:32]1[c:33]([Cl:38])[cH:34][cH:35][cH:36][cH:37]1)=[O:39].[CH3:2][O:3][C:4]([CH:5]([CH2:6][CH2:7][C:8]([CH3:9])([CH3:10])[CH3:11])[NH2:12])=[O:13].[CH3:40][C:41]#[N:42].[CH:14]([N:15]([CH2:16][CH3:17])[CH:18]([CH3:19])[CH3:20])([CH3:21])[CH3:22].[ClH:1]>>[CH3:2][O:3][C:4]([CH:5]([CH2:6][CH2:7][C:8]([CH3:9])([CH3:10])[CH3:11])[NH:12][C:28](=[CH:27][C:26]([O:25][CH2:23][CH3:24])=[O:39])[O:31][c:32]1[c:33]([Cl:38])[cH:34][cH:35][cH:36][cH:37]1)=[O:13].